This data is from the Open Reaction Database (ORD), a public repository of structured organic reaction records. The task is: describe an organic reaction: reactants, conditions, products, and yield Reactants: ClC1=NN=CC2=CC(=CC=C12)C=1C=C(C(=O)NC2CC2)C=CC1C (3-(1-chlorophthalazin-6-yl)-N-cyclopropyl-4-methylbenzamide), O (water), FC(C1=C(C=CC(=C1)C(F)(F)F)B(O)O)(F)F (2,4-bis(trifluoromethyl)benzeneboronic acid), C([O-])([O-])=O.[K+].[K+] (potassium carbonate). Reagents/catalysts: C=1C=CC(=CC1)[P](C=2C=CC=CC2)(C=3C=CC=CC3)[Pd]([P](C=4C=CC=CC4)(C=5C=CC=CC5)C=6C=CC=CC6)([P](C=7C=CC=CC7)(C=8C=CC=CC8)C=9C=CC=CC9)[P](C=1C=CC=CC1)(C=1C=CC=CC1)C=1C=CC=CC1 (tetrakis(triphenylphosphine)palladium). Run in COCCOC.CCO (DME EtOH). Run at temperature 120 celsius. Yields the product FC(C1=C(C=CC(=C1)C(F)(F)F)C1=NN=CC2=CC(=CC=C12)C=1C=C(C(=O)NC2CC2)C=CC1C)(F)F (3-(1-(2,4-bis(trifluoromethyl)phenyl)phthalazin-6-yl)-N-cyclopropyl-4-methylbenzamide). Reaction SMILES: Cl[C:2]1[C:11]2[C:6](=[CH:7][C:8]([C:12]3[CH:13]=[C:14]([CH:21]=[CH:22][C:23]=3[CH3:24])[C:15]([NH:17][CH:18]3[CH2:20][CH2:19]3)=[O:16])=[CH:9][CH:10]=2)[CH:5]=[N:4][N:3]=1.[F:25][C:26]([F:41])([F:40])[C:27]1[CH:32]=[C:31]([C:33]([F:36])([F:35])[F:34])[CH:30]=[CH:29][C:28]=1B(O)O.C(=O)([O-])[O-].[K+].[K+].O>COCCOC.CCO.C1C=CC([P]([Pd]([P](C2C=CC=CC=2)(C2C=CC=CC=2)C2C=CC=CC=2)([P](C2C=CC=CC=2)(C2C=CC=CC=2)C2C=CC=CC=2)[P](C2C=CC=CC=2)(C2C=CC=CC=2)C2C=CC=CC=2)(C2C=CC=CC=2)C2C=CC=CC=2)=CC=1>[F:25][C:26]([F:40])([F:41])[C:27]1[CH:32]=[C:31]([C:33]([F:34])([F:35])[F:36])[CH:30]=[CH:29][C:28]=1[C:2]1[C:11]2[C:6](=[CH:7][C:8]([C:12]3[CH:13]=[C:14]([CH:21]=[CH:22][C:23]=3[CH3:24])[C:15]([NH:17][CH:18]3[CH2:20][CH2:19]3)=[O:16])=[CH:9][CH:10]=2)[CH:5]=[N:4][N:3]=1 |f:2.3.4,6.7,^1:61,63,82,101|. Procedure details: In a microwave tube was placed 3-(1-chlorophthalazin-6-yl)-N-cyclopropyl-4-methylbenzamide (0.097 g, 0.29 mmol), 2,4-bis(trifluoromethyl)benzeneboronic acid (0.074 g, 0.29 mmol), tetrakis(triphenylphosphine)palladium (0) (0.033 g, 0.029 mmol) and 2M potassium carbonate (0.43 mL, 0.86 mmol) in 1.5 mL of DME/EtOH (4/1). The mixture was heated in the microwave at 120° C. for 20 minutes. After cooling, water was added and the mixture was extracted with DCM. The combined organic layers were dried ove... Reactants: CC(C)(C)OC(=O)c1ccc(CBr)cc1, O=C([O-])[O-], CCCc1cc(C(=O)OCC)n[nH]1, [Cl-], [K+], [K+], [Li+], CN(C)C=O. Product: CCCc1cc(C(=O)OCC)nn1Cc1ccc(C(=O)OC(C)(C)C)cc1. RXN SMILES: [C:1]([CH3:2])([CH3:3])([CH3:4])[O:5][C:6]([c:7]1[cH:8][cH:9][c:10]([CH2:13][Br:14])[cH:11][cH:12]1)=[O:15].[C:29](=[O:30])([O-:31])[O-:32].[CH2:16]([CH3:17])[O:18][C:19](=[O:20])[c:21]1[n:22][nH:23][c:24]([CH2:26][CH2:27][CH3:28])[cH:25]1.[Cl-:35].[K+:33].[K+:34].[Li+:36].[O:37]=[CH:38][N:39]([CH3:40])[CH3:41]>>[C:1]([CH3:2])([CH3:3])([CH3:4])[O:5][C:6]([c:7]1[cH:8][cH:9][c:10]([CH2:13][n:23]2[n:22][c:21]([C:19]([O:18][CH2:16][CH3:17])=[O:20])[cH:25][c:24]2[CH2:26][CH2:27][CH3:28])[cH:11][cH:12]1)=[O:15].